Dataset: the Open Reaction Database (ORD), a public repository of structured organic reaction records. Task: describe an organic reaction: reactants, conditions, products, and yield Reactants: CCN=C=NCCCN(C)C, CNCc1ccccc1C, ClCCl, CC(C)c1c(C(=O)O)nn(-c2ccc(F)cc2)c1C=O, O, On1nnc2ccccc21. Product: Cc1ccccc1CN(C)C(=O)c1nn(-c2ccc(F)cc2)c(C=O)c1C(C)C. As a reaction SMILES: [CH3:21][CH2:22][N:23]=[C:24]=[N:25][CH2:26][CH2:27][CH2:28][N:29]([CH3:30])[CH3:31].[CH3:43][NH:44][CH2:45][c:46]1[c:47]([CH3:52])[cH:48][cH:49][cH:50][cH:51]1.[Cl:53][CH2:54][Cl:55].[F:1][c:2]1[cH:3][cH:4][c:5](-[n:8]2[n:9][c:10]([C:18](=[O:19])[OH:20])[c:11]([CH:15]([CH3:16])[CH3:17])[c:12]2[CH:13]=[O:14])[cH:6][cH:7]1.[OH2:42].[OH:32][n:33]1[c:34]2[c:35]([cH:36][cH:37][cH:38][cH:39]2)[n:40][n:41]1>>[F:1][c:2]1[cH:3][cH:4][c:5](-[n:8]2[n:9][c:10]([C:18](=[O:20])[N:44]([CH3:43])[CH2:45][c:46]3[c:47]([CH3:52])[cH:48][cH:49][cH:50][cH:51]3)[c:11]([CH:15]([CH3:16])[CH3:17])[c:12]2[CH:13]=[O:14])[cH:6][cH:7]1. The reactants are ClC1=NC2=CC(=CC(=C2C(=C1C)Cl)F)F (2,4-dichloro-5,7-difluoro-3-methylquinoline), CC1=CC(=NC=C1)[Sn](CCCC)(CCCC)CCCC (4-methyl-2-(tributylstannyl)pyridine). The reagents and catalysts are C=1C=CC(=CC1)[P](C=2C=CC=CC2)(C=3C=CC=CC3)[Pd]([P](C=4C=CC=CC4)(C=5C=CC=CC5)C=6C=CC=CC6)([P](C=7C=CC=CC7)(C=8C=CC=CC8)C=9C=CC=CC9)[P](C=1C=CC=CC1)(C=1C=CC=CC1)C=1C=CC=CC1 (Pd(PPh3)4). Solvent: C1(=CC=CC=C1)C (toluene). The product is ClC1=C(C(=NC2=CC(=CC(=C12)F)F)C1=NC=CC(=C1)C)C (4-chloro-5,7-difluoro-3-methyl-2-(4-methylpyridin-2-yl)quinoline). As a reaction SMILES: Cl[C:2]1[C:11]([CH3:12])=[C:10]([Cl:13])[C:9]2[C:4](=[CH:5][C:6]([F:15])=[CH:7][C:8]=2[F:14])[N:3]=1.[CH3:16][C:17]1[CH:22]=[CH:21][N:20]=[C:19]([Sn](CCCC)(CCCC)CCCC)[CH:18]=1>C1C=CC([P]([Pd]([P](C2C=CC=CC=2)(C2C=CC=CC=2)C2C=CC=CC=2)([P](C2C=CC=CC=2)(C2C=CC=CC=2)C2C=CC=CC=2)[P](C2C=CC=CC=2)(C2C=CC=CC=2)C2C=CC=CC=2)(C2C=CC=CC=2)C2C=CC=CC=2)=CC=1.C1(C)C=CC=CC=1>[Cl:13][C:10]1[C:9]2[C:4](=[CH:5][C:6]([F:15])=[CH:7][C:8]=2[F:14])[N:3]=[C:2]([C:19]2[CH:18]=[C:17]([CH3:16])[CH:22]=[CH:21][N:20]=2)[C:11]=1[CH3:12] |^1:39,41,60,79|. Procedure details: Prepared according to procedure E by stirring 2,4-dichloro-5,7-difluoro-3-methylquinoline (1.25 g, 5.04 mmol), 4-methyl-2-(tributylstannyl)pyridine (2.12 g, 5.54 mmol), Pd(PPh3)4 (0.58 g, 0.50 mmol), and toluene (25 mL) at 100° C. for 18 h. Purification by column chromatography (silica gel, 0-20% EtOAc in hexanes) gave 4-chloro-5,7-difluoro-3-methyl-2-(4-methylpyridin-2-yl)quinoline as a white solid. Mass Spectrum (ESI) m/e=305.0 (M+1). The reactants are COC(=O)c1ccc(OCCF)cc1, [Li+], C1COCCO1, [OH-]. The product is O=C(O)c1ccc(OCCF)cc1. RXN SMILES: [F:1][CH2:2][CH2:3][O:4][c:5]1[cH:6][cH:7][c:8]([C:9](=[O:10])[O:11][CH3:12])[cH:13][cH:14]1.[Li+:16].[O:17]1[CH2:18][CH2:19][O:20][CH2:21][CH2:22]1.[OH-:15]>>[F:1][CH2:2][CH2:3][O:4][c:5]1[cH:6][cH:7][c:8]([C:9](=[O:10])[OH:11])[cH:13][cH:14]1. Reactants: [BH4-], C1CCOC1, CO, [Cl-], CCC(C(C)=O)N1C(=O)C(C)(CC(=O)O)CC(c2cccc(Cl)c2)C1c1ccc(Cl)cc1, [NH4+], [Na+]. The product is CCC(C(C)O)N1C(=O)C(C)(CC(=O)O)CC(c2cccc(Cl)c2)C1c1ccc(Cl)cc1. As a reaction SMILES: [BH4-:33].[CH2:37]1[O:38][CH2:39][CH2:40][CH2:41]1.[CH3:42][OH:43].[Cl-:35].[Cl:1][c:2]1[cH:3][c:4]([CH:8]2[CH2:9][C:10]([CH3:28])([CH2:29][C:30](=[O:31])[OH:32])[C:11](=[O:27])[N:12]([CH:21]([C:22]([CH3:23])=[O:24])[CH2:25][CH3:26])[CH:13]2[c:14]2[cH:15][cH:16][c:17]([Cl:20])[cH:18][cH:19]2)[cH:5][cH:6][cH:7]1.[NH4+:36].[Na+:34]>>[Cl:1][c:2]1[cH:3][c:4]([CH:8]2[CH2:9][C:10]([CH3:28])([CH2:29][C:30](=[O:31])[OH:32])[C:11](=[O:27])[N:12]([CH:21]([CH:22]([CH3:23])[OH:24])[CH2:25][CH3:26])[CH:13]2[c:14]2[cH:15][cH:16][c:17]([Cl:20])[cH:18][cH:19]2)[cH:5][cH:6][cH:7]1. The reactants are FC(CCS(=O)(=O)Cl)(F)F (3,3,3-trifluoropropane-1-sulfonyl chloride), C(C)(C)(C)OC(N[C@H]1C(N(CCC(C1)(F)F)CC1=C(C=C(C=C1)OC)OC)=O)=O ([(R)-1-(2,4-Dimethoxy-benzyl)-5,5-difluoro-2-oxo-azepan-3-yl]-carbamic acid tert-butyl ester), Cl.O1CCOCC1 (HCl 1,4-dioxan), CCN(C(C)C)C(C)C (Hünig's base), mixture. Run in C(Cl)Cl (CH2Cl2), ClCCl (dichloromethane). The product is COC1=C(CN2C([C@@H](CC(CC2)(F)F)NS(=O)(=O)CCC(F)(F)F)=O)C=CC(=C1)OC (3,3,3-Trifluoro-propane-1-sulfonic acid [(R)-1-(2,4-dimethoxy-benzyl)-5,5-difluoro-2-oxo-azepan-3-yl]-amide). Reaction SMILES: C(OC(=O)[NH:7][C@@H:8]1[CH2:14][C:13]([F:16])([F:15])[CH2:12][CH2:11][N:10]([CH2:17][C:18]2[CH:23]=[CH:22][C:21]([O:24][CH3:25])=[CH:20][C:19]=2[O:26][CH3:27])[C:9]1=[O:28])(C)(C)C.Cl.O1CCOCC1.CCN(C(C)C)C(C)C.[F:46][C:47]([F:55])([F:54])[CH2:48][CH2:49][S:50](Cl)(=[O:52])=[O:51]>ClCCl>[CH3:27][O:26][C:19]1[CH:20]=[C:21]([O:24][CH3:25])[CH:22]=[CH:23][C:18]=1[CH2:17][N:10]1[CH2:11][CH2:12][C:13]([F:15])([F:16])[CH2:14][C@@H:8]([NH:7][S:50]([CH2:49][CH2:48][C:47]([F:55])([F:54])[F:46])(=[O:52])=[O:51])[C:9]1=[O:28] |f:1.2|. Procedure details: [(R)-1-(2,4-Dimethoxy-benzyl)-5,5-difluoro-2-oxo-azepan-3-yl]-carbamic acid tert-butyl ester (0.85 g, 1.85 mmol) was dissolved in 38 ml dichloromethane. 4 M HCl/1,4-dioxan (20 ml) were added dropwise and the mixture was allowed to react for 1 h. The reaction mixture was concentrated under reduced pressure and concentrated once from acetonitrile. To 291 mg of the resultant hydrochloride salt was added CH2Cl2 (20 ml) followed by the dropwise addition of Hünig's base (0.36 ml, 2.1 mmol). A solution... Reactants: BrBr (bromine), COC(=O)C1=CC=CC2=CC(=CC=C12)OC (6-methoxy-1-naphthalenecarboxylic acid methyl ester). Solvent: C(C)(=O)O (acetic acid), acid. Product: COC(=O)C1=CC=CC2=C(C(=CC=C12)OC)Br (5-bromo-6-methoxy-1-naphthalenecarboxylic acid methyl ester). Yield: 81.2%. Reaction SMILES: [Br:1]Br.[CH3:3][O:4][C:5]([C:7]1[C:16]2[C:11](=[CH:12][C:13]([O:17][CH3:18])=[CH:14][CH:15]=2)[CH:10]=[CH:9][CH:8]=1)=[O:6]>C(O)(=O)C>[CH3:3][O:4][C:5]([C:7]1[C:16]2[C:11](=[C:12]([Br:1])[C:13]([O:17][CH3:18])=[CH:14][CH:15]=2)[CH:10]=[CH:9][CH:8]=1)=[O:6]. Procedure details: A solution of bromine (26.6 g, 0.167 mole) in glacial acetic acid (25 ml) was added dropwise to a cooled suspension of 6-methoxy-1-naphthalenecarboxylic acid methyl ester (30 g, 0.139 moles) in glacial acid (2.75 ml). The precipitate was collected, washed with water and crystallized from ethanol to give 33.3 g of 5-bromo-6-methoxy-1-naphthalenecarboxylic acid methyl ester; mp 119° C.; NMR (CDCl3) δ3.97 (s, 3H), 4.03 (s, 3H), 7.35 (d, J=9.25 Hz, 1H), 7.4 (m, 1H), 8.05 (d, J=6.75 Hz, 1H), 8.45 (d,...